Dataset: the Open Reaction Database (ORD), a public repository of structured organic reaction records. Task: describe an organic reaction: reactants, conditions, products, and yield The reactants are C(C)(C)(C)OC(N[C@@H](CN1CCN(CC1)C)C1=CC=C(C=C1)O[Si](C)(C)C(C)(C)C)=O ([(R)-1-[4-(tert-butyl-dimethyl-silanyloxy)-phenyl]-2-(4-methyl-piperazin-1-yl)-ethyl]-carbamic acid tert-butyl ester), CCCC[N+](CCCC)(CCCC)CCCC.[F-] (TBAF). The solvent is CCOCC (ether), C1CCOC1 (THF). Conditions: time 3 hour. Product: C(C)(C)(C)OC(N[C@@H](CN1CCN(CC1)C)C1=CC=C(C=C1)O)=O ([(R)-1-(4-Hydroxy-phenyl)-2-(4-methyl-piperazin-1-yl)-ethyl]-carbamic acid tert-butyl ester). As a reaction SMILES: [C:1]([O:5][C:6](=[O:31])[NH:7][C@H:8]([C:17]1[CH:22]=[CH:21][C:20]([O:23][Si](C(C)(C)C)(C)C)=[CH:19][CH:18]=1)[CH2:9][N:10]1[CH2:15][CH2:14][N:13]([CH3:16])[CH2:12][CH2:11]1)([CH3:4])([CH3:3])[CH3:2].CCCC[N+](CCCC)(CCCC)CCCC.[F-]>C1COCC1.CCOCC>[C:1]([O:5][C:6](=[O:31])[NH:7][C@H:8]([C:17]1[CH:18]=[CH:19][C:20]([OH:23])=[CH:21][CH:22]=1)[CH2:9][N:10]1[CH2:11][CH2:12][N:13]([CH3:16])[CH2:14][CH2:15]1)([CH3:4])([CH3:2])[CH3:3] |f:1.2|. Procedure details: To a solution of [(R)-1-[4-(tert-butyl-dimethyl-silanyloxy)-phenyl]-2-(4-methyl-piperazin-1-yl)-ethyl]-carbamic acid tert-butyl ester (370 mg, 0.82 mmol) in THF (3 ml) was added TBAF (1M in THF, 1 ml, 1 mmol). The resulting mixture was stirred at rt for 3 h. The reaction mixture was diluted with ether and quenched with aq. NH4Cl. The organic layer was washed with water and brine, and then dried over MgSO4. Removal of the solvent provided the titled compound.